From a dataset of the Open Reaction Database (ORD), a public repository of structured organic reaction records. describe an organic reaction: reactants, conditions, products, and yield The yield is 18.0%. Solvent: ClCCCl (1,2-dichloroethane). As a reaction SMILES: C([N:8]1[CH2:13][CH2:12][O:11][CH:10]([C:14]([C:24]2[CH:29]=[CH:28][CH:27]=[C:26]([F:30])[CH:25]=2)([OH:23])[CH2:15][C:16]2[CH:21]=[CH:20][CH:19]=[CH:18][C:17]=2[Cl:22])[CH2:9]1)C1C=CC=CC=1.CC(Cl)OC(Cl)=O>ClCCCl>[ClH:22].[Cl:22][C:17]1[CH:18]=[CH:19][CH:20]=[CH:21][C:16]=1[CH2:15][C@:14]([C:24]1[CH:29]=[CH:28][CH:27]=[C:26]([F:30])[CH:25]=1)([C@@H:10]1[O:11][CH2:12][CH2:13][NH:8][CH2:9]1)[OH:23] |f:3.4|. Run at time 8 hour. Procedure: To a solution of 1-(4-Benzyl-morpholine-2-yl)-2-(2-chloro-phenyl)-1-(3-fluoro-phenyl)-ethanol. (3.2 g, 1 equiv.) in dry 1,2-dichloroethane (40 mL) under nitrogen atmosphere was added ACE-Cl (20.33 g, 5 equiv.). The reaction mixture was stirred at room temperature overnight then refluxed until completion. All volatiles were evaporated under vacuum, and the resulting residue redissolved in acetonitrile. This solution was filtered through an ion exchange column and the filtrate taken-up with methan... The product is Cl.ClC1=C(C=CC=C1)C[C@@](O)([C@H]1CNCCO1)C1=CC(=CC=C1)F ((S,R) 2-(2-Chloro-phenyl)-1-(3-fluoro-phenyl)-1-morpholin-2-yl-ethanol hydrochloride). Starting materials: CC(OC(=O)Cl)Cl (ACE-Cl), C(C1=CC=CC=C1)N1CC(OCC1)C(CC1=C(C=CC=C1)Cl)(O)C1=CC(=CC=C1)F (1-(4-Benzyl-morpholine-2-yl)-2-(2-chloro-phenyl)-1-(3-fluoro-phenyl)-ethanol). Reactants: CCO, CCOC(=O)C1CCC(=O)N1C, [Na+], [OH-]. Yields the product CN1C(=O)CCC1C(=O)O. Reaction SMILES: [CH3:15][CH2:16][OH:17].[CH3:1][N:2]1[CH:3]([C:4](=[O:5])[O:6][CH2:7][CH3:8])[CH2:9][CH2:10][C:11]1=[O:12].[Na+:14].[OH-:13]>>[CH3:1][N:2]1[CH:3]([C:4](=[O:5])[OH:6])[CH2:9][CH2:10][C:11]1=[O:12]. Reactants: FC1=C(C#N)C=C(C(=C1)F)F (2,4,5-trifluoro-benzonitrile), CC=1N=C(SC1C(CC)O)C1=CC=C(C=C1)C(F)(F)F (1-[4-methyl-2-(4-trifluoromethyl-phenyl)-thiazol-5-yl]-propan-1-ol), O (water), molar solution, CC(C)([O-])C.[K+] (potassium tert-butoxide). Solvent: O1CCCC1 (tetrahydrofuran), C(C)(C)(C)O (tert-butanol), O1CCCC1 (tetrahydrofuran). Conditions: temperature 5 celsius, time 30 minute. The product is FC1=C(C#N)C=C(C(=C1)OC(CC)C1=C(N=C(S1)C1=CC=C(C=C1)C(F)(F)F)C)F (2,5-difluoro-4-{1-[4-methyl-2-(4-trifluoromethyl-phenyl)-thiazol-5-yl]-propoxy}-benzonitrile). Isolated yield 95.5%. Reaction SMILES: [CH3:1][C:2]1[N:3]=[C:4]([C:11]2[CH:16]=[CH:15][C:14]([C:17]([F:20])([F:19])[F:18])=[CH:13][CH:12]=2)[S:5][C:6]=1[CH:7]([OH:10])[CH2:8][CH3:9].CC(C)([O-])C.[K+].[F:27][C:28]1[CH:35]=[C:34](F)[C:33]([F:37])=[CH:32][C:29]=1[C:30]#[N:31].O>O1CCCC1.C(O)(C)(C)C>[F:27][C:28]1[CH:35]=[C:34]([O:10][CH:7]([C:6]2[S:5][C:4]([C:11]3[CH:16]=[CH:15][C:14]([C:17]([F:20])([F:18])[F:19])=[CH:13][CH:12]=3)=[N:3][C:2]=2[CH3:1])[CH2:8][CH3:9])[C:33]([F:37])=[CH:32][C:29]=1[C:30]#[N:31] |f:1.2|. Procedure details: To a solution of 900 mg of 1-[4-methyl-2-(4-trifluoromethyl-phenyl)-thiazol-5-yl]-propan-1-ol in 2 mL of tetrahydrofuran at 5° C. was slowly added 3.3 mL of a molar solution of potassium tert-butoxide in tert-butanol. After stirring at 5° C. for 30 minutes, the resulting solution was slowly added to a solution of 469 mg of 2,4,5-trifluoro-benzonitrile in 2 mL of tetrahydrofuran at −60° C. The resulting mixture was stirred for 1 h at −60° C. then stirred overnight allowing the temperature to warm... Reaction SMILES: [C:18]([CH3:19])(=[O:20])[N:21]1[CH2:22][CH2:23][N:24]([NH:27][C:28]([OH:29])=[O:30])[CH2:25][CH2:26]1.[C:3]([N:4]1[CH2:5][CH2:6][N:7]([C:8]([NH2:9])=[O:10])[CH2:11][CH2:12]1)(=[O:13])[CH3:14].[Cl:15][O-:16].[ClH:31].[F:32][c:33]1[cH:34][cH:35][c:36]([C:37]([Cl:38])=[O:39])[cH:40][cH:41]1.[Na+:17].[Na+:2].[O:42]1[CH2:43][CH2:44][CH2:45][CH2:46]1.[OH-:1].[OH2:47]>>[C:18]([CH3:19])(=[O:20])[N:21]1[CH2:22][CH2:23][N:24]([NH:27][C:28](=[O:30])[c:36]2[cH:35][cH:34][c:33]([F:32])[cH:41][cH:40]2)[CH2:25][CH2:26]1. Starting materials: CC(=O)N1CCN(NC(=O)O)CC1, CC(=O)N1CCN(C(N)=O)CC1, [O-]Cl, Cl, O=C(Cl)c1ccc(F)cc1, [Na+], [Na+], C1CCOC1, [OH-], O. The product is CC(=O)N1CCN(NC(=O)c2ccc(F)cc2)CC1. Product: CC(=O)NC(Cc1cc(F)cc(F)c1)C(O)CNC(C)(C)c1cccc(Br)c1. As a reaction SMILES: [C:2](=[O:3])([CH3:4])[O:5][CH:6]([CH:7]([CH2:8][c:9]1[cH:10][c:11]([F:16])[cH:12][c:13]([F:15])[cH:14]1)[NH:17][C:18]([CH3:19])=[O:20])[CH2:21][NH:22][C:23]([CH3:24])([CH3:25])[c:26]1[cH:27][c:28]([Br:32])[cH:29][cH:30][cH:31]1.[CH3:35][OH:36].[ClH:1].[Na+:34].[OH-:33]>>[OH:5][CH:6]([CH:7]([CH2:8][c:9]1[cH:10][c:11]([F:16])[cH:12][c:13]([F:15])[cH:14]1)[NH:17][C:18]([CH3:19])=[O:20])[CH2:21][NH:22][C:23]([CH3:24])([CH3:25])[c:26]1[cH:27][c:28]([Br:32])[cH:29][cH:30][cH:31]1. Reactants: CC(=O)NC(Cc1cc(F)cc(F)c1)C(CNC(C)(C)c1cccc(Br)c1)OC(C)=O, CO, Cl, [Na+], [OH-]. The reactants are COC(=O)C=1C=C(C2=C(S(CC3=C(O2)C(=CC(=C3)N)Cl)(=O)=O)C1)C (2-Amino-4-chloro-6-methyl-10,10-dioxo-10,11-dihydro-5-oxa-10lambda*6*-thia-dibenzo[a,d]cycloheptene-8-carboxylic acid methyl ester), [Na].[BH4-] (sodium borohydride), ClC(C(=O)O)C (chloropropionic acid), C1=CC=CC=C1 (benzene). Solvent: C1CCOC1 (THF). Run at time 1 hour. The product is COC(=O)C=1C=C(C2=C(S(CC3=C(O2)C(=CC(=C3)NCCCCl)Cl)(=O)=O)C1)C (4-Chloro-2-(3-chloropropylamino)-6-methyl-10,10dioxo-10,11-dihydro-5-oxa-10lambda*6*-thia-dibenzo[a,d]-cycloheptene-8-carboxylic acid methyl ester). RXN SMILES: [Na].[BH4-].[Cl:3]C(C)C(O)=O.[CH:9]1[CH:14]=CC=C[CH:10]=1.[CH3:15][O:16][C:17]([C:19]1[CH:20]=[C:21]([CH3:38])[C:22]2[O:28][C:27]3[C:29]([Cl:34])=[CH:30][C:31]([NH2:33])=[CH:32][C:26]=3[CH2:25][S:24](=[O:36])(=[O:35])[C:23]=2[CH:37]=1)=[O:18]>C1COCC1>[CH3:15][O:16][C:17]([C:19]1[CH:20]=[C:21]([CH3:38])[C:22]2[O:28][C:27]3[C:29]([Cl:34])=[CH:30][C:31]([NH:33][CH2:10][CH2:9][CH2:14][Cl:3])=[CH:32][C:26]=3[CH2:25][S:24](=[O:36])(=[O:35])[C:23]=2[CH:37]=1)=[O:18] |f:0.1,^1:0|. Procedure: Powdered sodium-borohydride (0.93 g, 24 mmol) was added in portions at 0° C., to a solution of chloropropionic acid (5.32 g, 49 mmol) in THF (13 mL), and benzene (210 mL). Reaction mixture was warmed to room temperature and stirred for 1 h, and compound of Example 1 (3.0 g, 8.17 mmol) was added. Reaction mixture was refluxed for 3 h. Reaction mixture was cooled and quenched using sodium bicarbonate solution, and extracted with ethylacetate. Organic layer was washed with water (100 mL) and brine ... Reported procedure: Prepared by a similar procedure as described for preparation 1A, starting from 2-amino-5-fluorobenzoic acid (Aldrich) and pyridine-4-carbaldehyde. 13C-NMR (DMSO-d6) δ 168.9, 152.4, 149.6, 148.8, 147.2, 121.9, 121.6, 116.6, 113.0, 110.7, 44.9. Starting materials: 1A, NC1=C(C(=O)O)C=C(C=C1)F (2-amino-5-fluorobenzoic acid), N1=CC=C(C=C1)C=O (pyridine-4-carbaldehyde). Yields the product FC=1C=CC(=C(C(=O)O)C1)NCC1=CC=NC=C1 (5-Fluoro-2-[(pyridin-4-ylmethyl)-amino]-benzoic acid). Reaction SMILES: [NH2:1][C:2]1[CH:10]=[CH:9][C:8]([F:11])=[CH:7][C:3]=1[C:4]([OH:6])=[O:5].[N:12]1[CH:17]=[CH:16][C:15]([CH:18]=O)=[CH:14][CH:13]=1>>[F:11][C:8]1[CH:9]=[CH:10][C:2]([NH:1][CH2:18][C:15]2[CH:16]=[CH:17][N:12]=[CH:13][CH:14]=2)=[C:3]([CH:7]=1)[C:4]([OH:6])=[O:5]. RXN SMILES: Cl[C:2]1[N:3]=[N:4][CH:5]=[C:6]2[C:10]([CH3:11])=[C:9]([CH3:12])[N:8]([CH:13]3[CH2:15][CH2:14]3)[C:7]=12.[CH2:16]([OH:23])[C:17]1[CH:22]=[CH:21][CH:20]=[CH:19][CH:18]=1>>[CH2:16]([O:23][C:2]1[N:3]=[N:4][CH:5]=[C:6]2[C:10]([CH3:11])=[C:9]([CH3:12])[N:8]([CH:13]3[CH2:15][CH2:14]3)[C:7]=12)[C:17]1[CH:22]=[CH:21][CH:20]=[CH:19][CH:18]=1. Procedure: The title compound was prepared as a white powder in 78.6% yield in a similar procedure to that described in Example 1 by using 7-chloro-1-cyclopropyl-2,3-dimethylpyrrolo[2,3-d]pyridazine and benzyl alcohol. Starting materials: ClC=1N=NC=C2C1N(C(=C2C)C)C2CC2 (7-chloro-1-cyclopropyl-2,3-dimethylpyrrolo[2,3-d]pyridazine), C(C1=CC=CC=C1)O (benzyl alcohol). Yields the product C(C1=CC=CC=C1)OC=1N=NC=C2C1N(C(=C2C)C)C2CC2 (7-Benzyloxy-1-cyclopropyl-2,3-dimethylpyrrolo[2,3-d]pyridazine). Isolated yield 78.6%. Yields the product O=C(O)OCC(O)CO. RXN SMILES: [NH2:7][C:8]([NH2:9])=[O:10].[NH3:11].[OH2:17].[OH:1][CH2:2][CH:3]([OH:4])[CH2:5][OH:6].[P:12]([OH:13])(=[O:14])([OH:15])[OH:16].[S:18]([O-:19])([O-:20])(=[O:21])=[O:22].[Zn+2:23]>>[O:1]([CH2:2][CH:3]([OH:4])[CH2:5][OH:6])[C:8](=[O:10])[OH:13]. The reactants are NC(N)=O, N, O, OCC(O)CO, O=P(O)(O)O, O=S(=O)([O-])[O-], [Zn+2]. The reactants are COC1=CC=C(C=C1)C=1C=NC=C(C1)CN1C([C@H](CCCC1)NC([C@@H]([C@@H](C(=O)N)CCC)CC(C)C)=O)=O ((2R,3S) N1-[(3S)-hexahydro-1-(3-(4-methoxyphenyl)pyrid-5-ylmethyl)-2-oxo-1H-azepin-3-yl]-2-(2-methylpropyl)-3-(propyl)-butanediamide), FC(C1=CC=C(C=C1)B(O)O)(F)F (4-trifluoromethylphenyl boronic acid). The product is FC(C1=CC=C(C=C1)C=1C=NC=C(C1)CN1C([C@H](CCCC1)NC([C@@H]([C@@H](C(=O)N)CCC)CC(C)C)=O)=O)(F)F ((2R,3S) N1-[(3S)-hexahydro-1-(3-(4-trifluoromethylphenyl)pyrid-5-ylmethyl)-2-oxo-1H-azepin-3-yl]-2-(2-methylpropyl)-3-(propyl)-butanediamide). RXN SMILES: COC1C=CC([C:9]2[CH:10]=[N:11][CH:12]=[C:13]([CH2:15][N:16]3[CH2:22][CH2:21][CH2:20][CH2:19][C@H:18]([NH:23][C:24](=[O:37])[C@H:25]([CH2:33][CH:34]([CH3:36])[CH3:35])[C@H:26]([CH2:30][CH2:31][CH3:32])[C:27]([NH2:29])=[O:28])[C:17]3=[O:38])[CH:14]=2)=CC=1.[F:39][C:40]([F:51])([F:50])[C:41]1[CH:46]=[CH:45][C:44](B(O)O)=[CH:43][CH:42]=1>>[F:39][C:40]([F:51])([F:50])[C:41]1[CH:46]=[CH:45][C:44]([C:9]2[CH:10]=[N:11][CH:12]=[C:13]([CH2:15][N:16]3[CH2:22][CH2:21][CH2:20][CH2:19][C@H:18]([NH:23][C:24](=[O:37])[C@H:25]([CH2:33][CH:34]([CH3:35])[CH3:36])[C@H:26]([CH2:30][CH2:31][CH3:32])[C:27]([NH2:29])=[O:28])[C:17]3=[O:38])[CH:14]=2)=[CH:43][CH:42]=1. Procedure: The general procedure reported for the compound of Example 30 was followed using 4-trifluoromethylphenyl boronic acid. Purification by HPLC afforded 6.0 mg of the desired product from as its trifluoroacetic acid salt. MS (M+Na)+=583.